This data is from the Open Reaction Database (ORD), a public repository of structured organic reaction records. The task is: describe an organic reaction: reactants, conditions, products, and yield Run at time 3 hour. As a reaction SMILES: C[O:2][C:3]([C:5]1[NH:6][C:7]2[C:12]([CH:13]=1)=[CH:11][CH:10]=[CH:9][C:8]=2[N+:14]([O-:16])=[O:15])=[O:4].[OH-].[Na+].Cl>O1CCCC1.O>[N+:14]([C:8]1[CH:9]=[CH:10][CH:11]=[C:12]2[C:7]=1[NH:6][C:5]([C:3]([OH:4])=[O:2])=[CH:13]2)([O-:16])=[O:15] |f:1.2|. Isolated yield 98.7%. Solvent: O1CCCC1 (tetrahydrofuran), O (water). Yields the product [N+](=O)([O-])C=1C=CC=C2C=C(NC12)C(=O)O (7-Nitro-1H-indole-2-carboxylic acid). Reported procedure: 7-Nitro-1H-indole-2-carboxylic acid methyl ester (13 g, 59 mmol) prepared in Preparation 17 was dissolved in a solvent mixture of tetrahydrofuran and water (1:1, 300 mL), to which was added 1N aqueous sodium hydroxide solution (180 mL, 177 mmol). The mixture was stirred for 3 h at room temperature, and excess 6N hydrochloric acid solution was added thereto. The reaction mixture was extracted with ethyl acetate. The extract was washed with saturated aqueous sodium chloride solution, dried over an... Reactants: COC(=O)C=1NC2=C(C=CC=C2C1)[N+](=O)[O-] (7-Nitro-1H-indole-2-carboxylic acid methyl ester), [OH-].[Na+] (sodium hydroxide), Cl (hydrochloric acid).